Dataset: the Open Reaction Database (ORD), a public repository of structured organic reaction records. Task: describe an organic reaction: reactants, conditions, products, and yield Starting materials: C([O-])([O-])=O.[Na+].[Na+] (sodium carbonate), ClC=1C=C2C(=CNC2=CC1)CCNC(C1=C(C=CC=C1)I)=O (N-(2-(5-chloro-1H-indol-3-yl)ethyl)-2-iodobenzamide), B(C=1C=CC(=CC1)C)(O)O (p-tolylboronic acid). The reagents and catalysts are C=1C=CC(=CC1)[P](C=2C=CC=CC2)(C=3C=CC=CC3)[Pd]([P](C=4C=CC=CC4)(C=5C=CC=CC5)C=6C=CC=CC6)([P](C=7C=CC=CC7)(C=8C=CC=CC8)C=9C=CC=CC9)[P](C=1C=CC=CC1)(C=1C=CC=CC1)C=1C=CC=CC1 (tetrakis(triphenylphosphine)palladium). Solvent: C(OC)COC (dimethoxyethane), O (water). Yields the product eluent, ClC=1C=C2C(=CNC2=CC1)CCNC(=O)C=1C(=CC=CC1)C1=CC=C(C=C1)C (N-(2-(5-chloro-1H-indol-3-yl)ethyl)-4′-methylbiphenyl-2-carboxamide). Yield: 70.1%. Reaction SMILES: [Cl:1][C:2]1[CH:3]=[C:4]2[C:8](=[CH:9][CH:10]=1)[NH:7][CH:6]=[C:5]2[CH2:11][CH2:12][NH:13][C:14](=[O:22])[C:15]1[CH:20]=[CH:19][CH:18]=[CH:17][C:16]=1I.B(O)(O)[C:24]1[CH:25]=[CH:26][C:27]([CH3:30])=[CH:28][CH:29]=1.C(=O)([O-])[O-].[Na+].[Na+]>C(COC)OC.O.C1C=CC([P]([Pd]([P](C2C=CC=CC=2)(C2C=CC=CC=2)C2C=CC=CC=2)([P](C2C=CC=CC=2)(C2C=CC=CC=2)C2C=CC=CC=2)[P](C2C=CC=CC=2)(C2C=CC=CC=2)C2C=CC=CC=2)(C2C=CC=CC=2)C2C=CC=CC=2)=CC=1>[Cl:1][C:2]1[CH:3]=[C:4]2[C:8](=[CH:9][CH:10]=1)[NH:7][CH:6]=[C:5]2[CH2:11][CH2:12][NH:13][C:14]([C:15]1[C:16]([C:24]2[CH:29]=[CH:28][C:27]([CH3:30])=[CH:26][CH:25]=2)=[CH:17][CH:18]=[CH:19][CH:20]=1)=[O:22] |f:2.3.4,^1:49,51,70,89|. Procedure details: N-(2-(5-chloro-1H-indol-3-yl)ethyl)-4′-methylbiphenyl-2-carboxamide was prepared according to method B with N-(2-(5-chloro-1H-indol-3-yl)ethyl)-2-iodobenzamide (0.075 g; 0.176 mmol), p-tolylboronic acid (0.025 g; 0.176 mmol), tetrakis(triphenylphosphine)palladium (0.010 g; 0.009 mmol), sodium carbonate (0.037 g; 0.353 mmol), in dimethoxyethane (3 mL) and water (1 mL), irradiated in a microwave oven at 130° C. for 15 minutes. Flash chromatography on silica gel (eluent 2 to 10% ethyl acetate in di... Starting materials: FC=1C(=NC=CC1)\C=N\[S@@](=O)C(C)(C)C ((S, E)-N-((3-fluoro-pyridin-2-yl)methylene)-2-methylpropane-2-sulfinamide), [Mg] (magnesium), BrC1=CC=C(C=C1)C(F)(F)F (4-bromobenzotrifluoride), CCOC(=O)C (EtOAc). The solvent is C1CCOC1 (THF), petroleum ether, C1CCOC1 (THF). Reaction conditions: time 4 hour. Yields the product FC=1C(=NC=CC1)[C@@H](N[S@@](=O)C(C)(C)C)C1=CC=C(C=C1)C(F)(F)F ((S)—N—((S)-(3-Fluoropyridin-2-yl)(4-(trifluoromethyl)phenyl)methyl)-2-methylpropane-2-sulfinamide). RXN SMILES: [Mg].Br[C:3]1[CH:8]=[CH:7][C:6]([C:9]([F:12])([F:11])[F:10])=[CH:5][CH:4]=1.[F:13][C:14]1[C:15](/[CH:20]=[N:21]/[S@:22]([C:24]([CH3:27])([CH3:26])[CH3:25])=[O:23])=[N:16][CH:17]=[CH:18][CH:19]=1.CCOC(C)=O>C1COCC1>[F:13][C:14]1[C:15]([C@H:20]([C:3]2[CH:8]=[CH:7][C:6]([C:9]([F:12])([F:11])[F:10])=[CH:5][CH:4]=2)[NH:21][S@:22]([C:24]([CH3:27])([CH3:26])[CH3:25])=[O:23])=[N:16][CH:17]=[CH:18][CH:19]=1. Reported procedure: To a stirred suspension of magnesium (170 g, 2365 mmol) in THF (1.35 L), was added 4-bromobenzotrifluoride (532 g, 2365 mmol). Stirring was continued for 4 h (caution: slightly exothermic, cooled with a water bath if needed). The solution was cannulated to a stirred solution of (S, E)-N-((3-fluoro-pyridin-2-yl)methylene)-2-methylpropane-2-sulfinamide (270 g, 1182 mmol) in THF (1.3 L) at −78° C. dropwise. Stirring was continued for 1 h. The progress of the reaction was monitored by TLC (50% EtOAc... The reactants are Cn1nc(-c2ccc(Cl)cc2)c(C(F)(F)F)c1C(F)(F)F, O=[N+]([O-])O. The product is Cn1nc(-c2ccc(Cl)c([N+](=O)[O-])c2)c(C(F)(F)F)c1C(F)(F)F. Reaction SMILES: [Cl:1][c:2]1[cH:3][cH:4][c:5](-[c:8]2[n:9][n:10]([CH3:21])[c:11]([C:17]([F:18])([F:19])[F:20])[c:12]2[C:13]([F:14])([F:15])[F:16])[cH:6][cH:7]1.[OH:22][N+:23]([O-:24])=[O:25]>>[Cl:1][c:2]1[c:3]([N+:23](=[O:22])[O-:24])[cH:4][c:5](-[c:8]2[n:9][n:10]([CH3:21])[c:11]([C:17]([F:18])([F:19])[F:20])[c:12]2[C:13]([F:14])([F:15])[F:16])[cH:6][cH:7]1. Starting materials: S1C=C(C=C1)C(C(CC(C)=O)=O)CC (5-Thiophen-3-yl-heptane-2,4-dione), O.C1(=CC=C(C=C1)S(=O)(=O)O)C (p-toluene sulfonic acid monohydrate). Run in C1=CC=CC=C1 (benzene), C(C)OCC (diethy ether). Yields the product C(C)C1=C(C=C(C=2SC=CC21)C)O (4-Ethyl-7-methyl-benzo[b]thiophen-5-ol). Reaction SMILES: [S:1]1[CH:5]=[CH:4][C:3]([CH:6]([CH2:13][CH3:14])[C:7](=[O:12])[CH2:8][C:9](=O)[CH3:10])=[CH:2]1.O.C1(C)C=CC(S(O)(=O)=O)=CC=1>C1C=CC=CC=1.C(OCC)C>[CH2:13]([C:6]1[C:3]2[CH:4]=[CH:5][S:1][C:2]=2[C:9]([CH3:10])=[CH:8][C:7]=1[OH:12])[CH3:14] |f:1.2|. Procedure details: 5-Thiophen-3-yl-heptane-2,4-dione (410 mg, 2 mmol) was dissolved in 15 ml benzene, and p-toluene sulfonic acid monohydrate (408 mg, 2 mmol) was added. The reaction mixture was heated to reflux for 30 min, cooled, diluted with diethy ether, washed with saturated sodium bicarbonate, water, brine, and dried over magnesium sulfate. Concentration in vacuo 370 mg of 4-Ethyl-7-methyl-benzo[b]thiophen-5-ol, 98%, as a white solid. Starting materials: CN=C=S, Cl, O, [Li]c1ccccc1, c1ccccc1, c1ccc(CCN2CCOCC2)nc1. Product: CNC(=S)C(CN1CCOCC1)c1ccccn1. RXN SMILES: [CH3:22][N:23]=[C:24]=[S:25].[ClH:26].[OH2:27].[c:15]1([Li:16])[cH:17][cH:18][cH:19][cH:20][cH:21]1.[cH:28]1[cH:29][cH:30][cH:31][cH:32][cH:33]1.[n:1]1[c:2]([CH2:7][CH2:8][N:9]2[CH2:10][CH2:11][O:12][CH2:13][CH2:14]2)[cH:3][cH:4][cH:5][cH:6]1>>[n:1]1[c:2]([CH:7]([CH2:8][N:9]2[CH2:10][CH2:11][O:12][CH2:13][CH2:14]2)[C:24]([NH:23][CH3:22])=[S:25])[cH:3][cH:4][cH:5][cH:6]1.